Dataset: the Open Reaction Database (ORD), a public repository of structured organic reaction records. Task: describe an organic reaction: reactants, conditions, products, and yield Reactants: COC(=O)c1ccc(COc2cc(C)c(C)cc2[N+](=O)[O-])c(C)c1, CC(=O)O, [Fe], O. Yields the product COC(=O)c1ccc(COc2cc(C)c(C)cc2N)c(C)c1. As a reaction SMILES: [CH3:1][O:2][C:3]([c:4]1[cH:5][c:6]([CH3:23])[c:7]([CH2:10][O:11][c:12]2[c:13]([N+:20]([O-:21])=[O:22])[cH:14][c:15]([CH3:19])[c:16]([CH3:18])[cH:17]2)[cH:8][cH:9]1)=[O:24].[CH3:25][C:26](=[O:27])[OH:28].[Fe:29].[OH2:30]>>[CH3:1][O:2][C:3]([c:4]1[cH:5][c:6]([CH3:23])[c:7]([CH2:10][O:11][c:12]2[c:13]([NH2:20])[cH:14][c:15]([CH3:19])[c:16]([CH3:18])[cH:17]2)[cH:8][cH:9]1)=[O:24].